Dataset: the Open Reaction Database (ORD), a public repository of structured organic reaction records. Task: describe an organic reaction: reactants, conditions, products, and yield Run in C(C)O (ethanol), C(C)O (ethanol). The yield is 98.0%. The product is COC(=O)NN=C1C(CCCC1)=CC1=CC=CC=C1 (N-(methoxycarbonyl)-N'-(2-phenylmethylenecyclohexylidene)-hydrazine). As a reaction SMILES: [C:1]1([CH:7]=[C:8]2[CH2:13][CH2:12][CH2:11][CH2:10][C:9]2=O)[CH:6]=[CH:5][CH:4]=[CH:3][CH:2]=1.[CH3:15][O:16][C:17]([NH:19][NH2:20])=[O:18]>C(O)C>[CH3:15][O:16][C:17]([NH:19][N:20]=[C:9]1[CH2:10][CH2:11][CH2:12][CH2:13][C:8]1=[CH:7][C:1]1[CH:2]=[CH:3][CH:4]=[CH:5][CH:6]=1)=[O:18]. Reactants: C1(=CC=CC=C1)C=C1C(CCCC1)=O (2-phenylmethylenecyclohexan-1-one), COC(=O)NN (N-methoxycarbonyl hydrazine). Procedure: To a solution of 37.2 g (0.2 moles) of 2-phenylmethylenecyclohexan-1-one in 200 ml of anhydrous ethanol a solution of 18.0 g (0.2 moles) of N-methoxycarbonyl hydrazine in 40 ml of anhydrous ethanol is added, under stirring. The reaction mixture is boiled for a short while, then cooled, clarified with activated carbon, filtered and the filtrate is cooled. The separated white crystals are filtered off and dried. 50.63 g of the desired compound are obtained. Yield: 98%. The reactants are FC(CN1C2CC(CC1CCC2)=O)(F)F (9-(2,2,2-trifluoro-ethyl)-9-aza-bicyclo[3.3.1]nonan-3-one), Cl.NO (hydroxylamine hydrochloride). Run in C(C)O (ethanol). Yields the product FC(CN1C2CC(CC1CCC2)=NO)(F)F (9-(2,2,2-Trifluoro-ethyl)-9-aza-bicyclo[3.3.1]nonan-3-one oxime). Reaction SMILES: [F:1][C:2]([F:15])([F:14])[CH2:3][N:4]1[CH:9]2[CH2:10][CH2:11][CH2:12][CH:5]1[CH2:6][C:7](=O)[CH2:8]2.Cl.[NH2:17][OH:18]>C(O)C>[F:1][C:2]([F:15])([F:14])[CH2:3][N:4]1[CH:9]2[CH2:10][CH2:11][CH2:12][CH:5]1[CH2:6][C:7](=[N:17][OH:18])[CH2:8]2 |f:1.2|. Procedure: A mixture of 9-(2,2,2-trifluoro-ethyl)-9-aza-bicyclo[3.3.1]nonan-3-one (CAS no: 209054-63-7) (6.70 g, 30 mmol) in ethanol (100 mL) and hydroxylamine hydrochloride (2.23 g, 32 mmol) was refluxed for 6 h. The reaction mixture was evaporated totally, the residue extracted with dichloromethane and sodium carbonate solution, the organic layers dried over Na2SO4, filtered and the solvents evaporated to give the title compound as a light brown solid. (6.4 g, 89%); MS: m/e=237.1 (M+H+). The product is O=C(NCCc1ccccc1)C(=O)c1c[nH]c2ccccc12. Reaction SMILES: [CH2:15]([CH2:16][c:17]1[cH:18][cH:19][cH:20][cH:21][cH:22]1)[NH2:23].[CH3:24][C:25]#[N:26].[nH:1]1[cH:2][c:3]([C:10]([C:11](=[O:12])[Cl:13])=[O:14])[c:4]2[cH:5][cH:6][cH:7][cH:8][c:9]12>>[nH:1]1[cH:2][c:3]([C:10]([C:11](=[O:12])[NH:23][CH2:15][CH2:16][c:17]2[cH:18][cH:19][cH:20][cH:21][cH:22]2)=[O:14])[c:4]2[cH:5][cH:6][cH:7][cH:8][c:9]12. Reactants: NCCc1ccccc1, CC#N, O=C(Cl)C(=O)c1c[nH]c2ccccc12. Reactants: c1cc2c(c(N3CCNCC3)c1)COC2, CCOC(C)=O, CC(Cl)Cl, O=CCCCOc1ccc2c(n1)NC(=O)CC2. The product is O=C1CCc2ccc(OCCCCN3CCN(c4cccc5c4COC5)CC3)nc2N1. Reaction SMILES: [CH2:18]1[O:19][CH2:20][c:21]2[c:22]([N:27]3[CH2:28][CH2:29][NH:30][CH2:31][CH2:32]3)[cH:23][cH:24][cH:25][c:26]21.[CH3:37][CH2:38][O:39][C:40]([CH3:41])=[O:42].[Cl:33][CH:34]([Cl:35])[CH3:36].[O:1]=[C:2]1[CH2:3][CH2:4][c:5]2[cH:6][cH:7][c:8]([O:12][CH2:13][CH2:14][CH2:15][CH:16]=[O:17])[n:9][c:10]2[NH:11]1>>[O:1]=[C:2]1[CH2:3][CH2:4][c:5]2[cH:6][cH:7][c:8]([O:12][CH2:13][CH2:14][CH2:15][CH2:16][N:30]3[CH2:29][CH2:28][N:27]([c:22]4[c:21]5[c:26]([cH:25][cH:24][cH:23]4)[CH2:18][O:19][CH2:20]5)[CH2:32][CH2:31]3)[n:9][c:10]2[NH:11]1. The reactants are CCOC(C)=O, [H][H], COc1ccc(N(C(=O)CN2C(=O)C(N=[N+]=[N-])C(=O)N(c3cccnc3)c3cc(F)ccc32)C(C)C)cc1. The product is COc1ccc(N(C(=O)CN2C(=O)C(N)C(=O)N(c3cccnc3)c3cc(F)ccc32)C(C)C)cc1. As a reaction SMILES: [CH3:41][CH2:42][O:43][C:44](=[O:45])[CH3:46].[H:39][H:40].[N:1](=[N+:2]=[N-:3])[CH:4]1[C:5](=[O:38])[N:6]([c:32]2[cH:33][n:34][cH:35][cH:36][cH:37]2)[c:7]2[c:8]([cH:27][cH:28][c:29]([F:31])[cH:30]2)[N:9]([CH2:12][C:13](=[O:14])[N:15]([c:16]2[cH:17][cH:18][c:19]([O:22][CH3:23])[cH:20][cH:21]2)[CH:24]([CH3:25])[CH3:26])[C:10]1=[O:11]>>[NH2:1][CH:4]1[C:5](=[O:38])[N:6]([c:32]2[cH:33][n:34][cH:35][cH:36][cH:37]2)[c:7]2[c:8]([cH:27][cH:28][c:29]([F:31])[cH:30]2)[N:9]([CH2:12][C:13](=[O:14])[N:15]([c:16]2[cH:17][cH:18][c:19]([O:22][CH3:23])[cH:20][cH:21]2)[CH:24]([CH3:25])[CH3:26])[C:10]1=[O:11]. The reactants are [N+](=O)([O-])C1=CC=C(C=C1)C1=CC=C(CCl)O1 (5-(4-nitrophenyl)furfuryl chloride), C(C)NCC (diethylamine). Run in C1=CC=CC=C1 (benzene). Product: Cl.C(C)N(CC1=CC=C(O1)C1=CC=C(C=C1)[N+](=O)[O-])CC (diethyl[5-(4-nitrophenyl)furfuryl]amine hydrochloride). Yield: 72.4%. Reaction SMILES: [N+:1]([C:4]1[CH:9]=[CH:8][C:7]([C:10]2[O:16][C:13]([CH2:14][Cl:15])=[CH:12][CH:11]=2)=[CH:6][CH:5]=1)([O-:3])=[O:2].[CH2:17]([NH:19][CH2:20][CH3:21])[CH3:18]>C1C=CC=CC=1>[ClH:15].[CH2:17]([N:19]([CH2:20][CH3:21])[CH2:14][C:13]1[O:16][C:10]([C:7]2[CH:8]=[CH:9][C:4]([N+:1]([O-:3])=[O:2])=[CH:5][CH:6]=2)=[CH:11][CH:12]=1)[CH3:18] |f:3.4|. Procedure details: A solution of 47 g (0.20 mole) of 5-(4-nitrophenyl)furfuryl chloride and 58 g (0.80 mole) of diethylamine in 250 ml of benzene was heated under reflux for 8 hrs. After cooling to room temperature, the solid diethylamine hydrochloride (28 g, 95%) was collected by filtration and discarded. The filtrate was washed with 10% aqueous Na2CO3 and water and dried over MgSO4. The solvent was removed on a rotary evaporator, and the residual oil was dissolved in 250 ml of anhydrous ether and 50 ml of absolu... Reactants: hydrochloride salt, N(=[N+]=[N-])CC1OC2=C(C1)C=CC=C2C2=C(C=C(C=C2)Cl)Cl ((±)-2-(azidomethyl)-7-(2,4-dichlorophenyl)-2,3-dihydro-1-benzofuran). The reagents and catalysts are [Pt] (sulfided platinum on carbon). Product: ClC1=C(C=CC(=C1)Cl)C1=CC=CC=2CC(OC21)CN ((±)-1-[7-(2,4-dichlorophenyl)-2,3-dihydro-1-benzofuran-2-yl]methanamine). Yield: 72.0%. Reaction SMILES: [N:1]([CH2:4][CH:5]1[CH2:9][C:8]2[CH:10]=[CH:11][CH:12]=[C:13]([C:14]3[CH:19]=[CH:18][C:17]([Cl:20])=[CH:16][C:15]=3[Cl:21])[C:7]=2[O:6]1)=[N+]=[N-]>[Pt]>[Cl:21][C:15]1[CH:16]=[C:17]([Cl:20])[CH:18]=[CH:19][C:14]=1[C:13]1[C:7]2[O:6][CH:5]([CH2:4][NH2:1])[CH2:9][C:8]=2[CH:10]=[CH:11][CH:12]=1. Procedure: Treatment of (±)-[7-(2,4-dichlorophenyl)-2,3-dihydro-1-benzofuran-2-yl]methyl 4-methylbenzenesulfonate (4.2 g, 9.34 mmol) with sodium azide (2.4 g, 37.38 mmol) generally according to the procedure described for Intermediate 98 gave (±)-2-(azidomethyl)-7-(2,4-dichlorophenyl)-2,3-dihydro-1-benzofuran. Treatment of the azide with sulfided platinum on carbon (0.32 g, 5 wt. %) generally according to the procedure described for Example 1 provided 2.16 g (72%) of (±)-1-[7-(2,4-dichlorophenyl)-2,3-dihyd...